From a dataset of the Open Reaction Database (ORD), a public repository of structured organic reaction records. describe an organic reaction: reactants, conditions, products, and yield The reactants are N#Cc1ccc(N2CCCC(NC(=O)OCc3ccccc3)C2)c2c1[nH]c1cc(C(=O)O)ccc12, ClCCCl, CN1CCNCC1, On1nnc2ccccc21. The product is CN1CCN(C(=O)c2ccc3c(c2)[nH]c2c(C#N)ccc(N4CCCC(NC(=O)OCc5ccccc5)C4)c23)CC1. Reaction SMILES: [CH2:1]([c:2]1[cH:3][cH:4][cH:5][cH:6][cH:7]1)[O:8][C:9](=[O:10])[NH:11][CH:12]1[CH2:13][N:14]([c:18]2[c:19]3[c:20]4[cH:21][cH:22][c:23]([C:33](=[O:34])[OH:35])[cH:24][c:25]4[nH:26][c:27]3[c:28]([C:31]#[N:32])[cH:29][cH:30]2)[CH2:15][CH2:16][CH2:17]1.[CH2:36]([Cl:37])[CH2:38][Cl:39].[CH3:50][N:51]1[CH2:52][CH2:53][NH:54][CH2:55][CH2:56]1.[OH:40][n:41]1[c:42]2[c:43]([cH:44][cH:45][cH:46][cH:47]2)[n:48][n:49]1>>[CH2:1]([c:2]1[cH:3][cH:4][cH:5][cH:6][cH:7]1)[O:8][C:9](=[O:10])[NH:11][CH:12]1[CH2:13][N:14]([c:18]2[c:19]3[c:20]4[cH:21][cH:22][c:23]([C:33](=[O:34])[N:54]5[CH2:53][CH2:52][N:51]([CH3:50])[CH2:56][CH2:55]5)[cH:24][c:25]4[nH:26][c:27]3[c:28]([C:31]#[N:32])[cH:29][cH:30]2)[CH2:15][CH2:16][CH2:17]1. Starting materials: [Cl-].[Al+3].[Cl-].[Cl-] (aluminum chloride), FC1=C(C(=O)Cl)C=CC=C1 (2-fluorobenzoic acid chloride), C(C)(CC)C1=CC=CC=C1 (sec-butyl benzene). Run in [SH-].[C+4].[SH-].[SH-].[SH-] (carbon bisulfide). Conditions: time 18 hour. Product: C(C)(CC)C1=CC=C(C(=O)C2=C(C=CC=C2)F)C=C1 (4-sec-butyl-2'-fluorobenzophenone). Isolated yield 76.1%. As a reaction SMILES: [F:1][C:2]1[CH:10]=[CH:9][CH:8]=[CH:7][C:3]=1[C:4](Cl)=[O:5].[Cl-].[Al+3].[Cl-].[Cl-].[CH:15]([C:19]1[CH:24]=[CH:23][CH:22]=[CH:21][CH:20]=1)([CH2:17][CH3:18])[CH3:16]>[SH-].[C+4].[SH-].[SH-].[SH-]>[CH:15]([C:19]1[CH:24]=[CH:23][C:22]([C:4]([C:3]2[CH:7]=[CH:8][CH:9]=[CH:10][C:2]=2[F:1])=[O:5])=[CH:21][CH:20]=1)([CH2:17][CH3:18])[CH3:16] |f:1.2.3.4,6.7.8.9.10|. Reported procedure: A 3.17 g (0.02 mole) of 2-fluorobenzoic acid chloride was dissolved in 30 ml of carbon bisulfide and then, 3.99 g (0.03 mole) of anhydrous aluminum chloride was added to the solution. A 2.68 g (0.02 mole) of sec-butyl benzene was further added to the mixture with stirring and the reaction was carried out at room temperature for 18 hours. Carbon bisulfide was distilled off from the reaction mixture and water was added and the reaction product was extracted with benzene. The benzene phase was sepa... Reactants: ice water, BrC1=CSC=C1Br (3,4-dibromothiophene), S1C(=CC=C1)C(=O)Cl (thiophene-2-carbonylchloride), [Cl-].[Cl-].[Cl-].[Al+3] (aluminum trichloride). Solvent: C(=S)=S (carbon disulfide). Conditions: time 3 hour. Yields the product BrC1=C(SC=C1Br)C(=O)C=1SC=CC1 (1-(3,4-dibromo-2-thienyl)-1-(2-thienyl)methanone). Reaction SMILES: [Br:1][C:2]1[C:6]([Br:7])=[CH:5][S:4][CH:3]=1.[S:8]1[CH:12]=[CH:11][CH:10]=[C:9]1[C:13](Cl)=[O:14].[Cl-].[Cl-].[Cl-].[Al+3]>C(=S)=S>[Br:1][C:2]1[C:6]([Br:7])=[CH:5][S:4][C:3]=1[C:13]([C:9]1[S:8][CH:12]=[CH:11][CH:10]=1)=[O:14] |f:2.3.4.5|. Procedure: To a solution of 30 g of 3,4-dibromothiophene and 13.5 mL of thiophene-2-carbonylchloride in 120 mL of carbon disulfide was added 16.5 g aluminum trichloride portionwise over 10 minutes. The mixture was stirred for 3 hours, poured into 900 g of ice-water and extracted with methylene chloride. The organic layer was washed with 1N NaOH (aq), water, and dried (MgSO4). Filtration and concentration of the filtrate, in vacuo, afforded an oil which crystallized upon trituration with n-chlorobutane to y... RXN SMILES: [CH2:29]1[CH2:30][O:31][CH2:32][CH2:33][NH:34]1.[CH3:46][C:47]#[N:48].[CH:37]([N:38]([CH:39]([CH3:40])[CH3:41])[CH2:42][CH3:43])([CH3:44])[CH3:45].[Cl:1][CH2:2][CH2:3][O:4][c:5]1[cH:6][cH:7][c:8]2[c:9]([C:27]#[N:28])[c:10](-[c:16]3[cH:17][cH:18][c:19]([NH:22][S:23](=[O:24])(=[O:25])[CH3:26])[cH:20][cH:21]3)[n:11]([CH2:14][CH3:15])[c:12]2[cH:13]1.[I-:35].[Na+:36].[OH2:49]>>[CH2:2]([CH2:3][O:4][c:5]1[cH:6][cH:7][c:8]2[c:9]([C:27]#[N:28])[c:10](-[c:16]3[cH:17][cH:18][c:19]([NH:22][S:23](=[O:24])(=[O:25])[CH3:26])[cH:20][cH:21]3)[n:11]([CH2:14][CH3:15])[c:12]2[cH:13]1)[N:34]1[CH2:29][CH2:30][O:31][CH2:32][CH2:33]1. Product: CCn1c(-c2ccc(NS(C)(=O)=O)cc2)c(C#N)c2ccc(OCCN3CCOCC3)cc21. Reactants: C1COCCN1, CC#N, CCN(C(C)C)C(C)C, CCn1c(-c2ccc(NS(C)(=O)=O)cc2)c(C#N)c2ccc(OCCCl)cc21, [I-], [Na+], O.